Dataset: the Open Reaction Database (ORD), a public repository of structured organic reaction records. Task: describe an organic reaction: reactants, conditions, products, and yield Starting materials: ClCCC(COC1=CC=C(C=C1)C#N)O (4-chloro-1-(4-cyanophenoxy)-2-butanol), C1(=CC=CC=C1)N1CCNCC1 (1-phenylpiperazine), C([O-])([O-])=O.[Na+].[Na+] (sodium carbonate), [I-].[K+] (potassium iodide). The solvent is C(CCC)O (1-butanol), Cl (hydrogen chloride). The product is Cl.Cl.C(#N)C1=CC=C(OCC(CCN2CCN(CC2)C2=CC=CC=C2)O)C=C1 (1-(4-Cyanophenoxy)-4-(4-phenyl-1-piperazinyl)-2-butanol dihydrochloride). RXN SMILES: [Cl:1][CH2:2][CH2:3][CH:4]([OH:15])[CH2:5][O:6][C:7]1[CH:12]=[CH:11][C:10]([C:13]#[N:14])=[CH:9][CH:8]=1.[C:16]1([N:22]2[CH2:27][CH2:26][NH:25][CH2:24][CH2:23]2)[CH:21]=[CH:20][CH:19]=[CH:18][CH:17]=1.C(=O)([O-])[O-].[Na+].[Na+].[I-].[K+]>Cl.C(O)CCC>[ClH:1].[ClH:1].[C:13]([C:10]1[CH:11]=[CH:12][C:7]([O:6][CH2:5][CH:4]([OH:15])[CH2:3][CH2:2][N:25]2[CH2:26][CH2:27][N:22]([C:16]3[CH:21]=[CH:20][CH:19]=[CH:18][CH:17]=3)[CH2:23][CH2:24]2)=[CH:8][CH:9]=1)#[N:14] |f:2.3.4,5.6,9.10.11|. Procedure details: This compound was prepared according to the procedure of Example 97. A mixture of 6.8 g (0.03 mole) of 4-chloro-1-(4-cyanophenoxy)-2-butanol, 4.9 g (0.03 mole) of 1-phenylpiperazine, 16.0 g (0.15 mole) of anhydrous sodium carbonate and 0.3 g (0.002 mole) of potassium iodide in a total volume of 200 ml of 1-butanol gave an oil as residue. The hydrochloric acid salt was formed in ethereal hydrogen chloride and the collected solid was recrystallized from methanolethyl ether to give 3.7 g (35%) of w... The reactants are O.ON1N=NC2=C1C=CC=C2 (1-hydroxy-1H-benzotriazole hydrate), Cl.CN(CCCN=C=NCC)C (1-(3-dimethylaminopropyl)-3-ethylcarbodiimide hydrochloride), C(C)(C)N(C(C)C)CC (N,N-diisopropylethylamine), FC(C(=O)O)(F)F.N[C@@H](C)C(=O)OCCOC1=CC=C(C=C1)C1=C(C(=NC(=C1C#N)NCCC)SCC=1N=C(SC1)C1=CC=C(C=C1)Cl)C#N (2-{4-(2-({(2-(4-chlorophenyl)-1,3-thiazol-4-yl)methyl}sulfanyl)-3,5-dicyano-6-(propylamino)pyridin-4-yl)phenoxy}ethyl L-alaninate trifluoroacetate), C(C)(C)(C)OC(=O)N[C@@H](CCCCNC(=O)OC(C)(C)C)C(=O)O (N2,N6-bis(tert-butoxycarbonyl)-L-lysine). The solvent is CN(C)C=O (DMF), O (Water). Conditions: time 8 hour. Yields the product C(C)(C)(C)OC(=O)N[C@@H](CCCCNC(=O)OC(C)(C)C)C(=O)N[C@@H](C)C(=O)OCCOC1=CC=C(C=C1)C1=C(C(=NC(=C1C#N)NCCC)SCC=1N=C(SC1)C1=CC=C(C=C1)Cl)C#N (2-{4-(2-({(2-(4-Chlorophenyl)-1,3-thiazol-4-yl)methyl}sulfanyl)-3,5-dicyano-6-(propylamino)pyridin-4-yl)phenoxy}ethyl N2,N6-bis(tert-butoxycarbonyl)-L-lysyl-L-alaninate). Reaction SMILES: [C:1]([O:5][C:6]([NH:8][C@H:9]([C:22]([OH:24])=O)[CH2:10][CH2:11][CH2:12][CH2:13][NH:14][C:15]([O:17][C:18]([CH3:21])([CH3:20])[CH3:19])=[O:16])=[O:7])([CH3:4])([CH3:3])[CH3:2].O.ON1C2C=CC=CC=2N=N1.Cl.CN(C)CCCN=C=NCC.C(N(CC)C(C)C)(C)C.FC(F)(F)C(O)=O.[NH2:64][C@H:65]([C:67]([O:69][CH2:70][CH2:71][O:72][C:73]1[CH:78]=[CH:77][C:76]([C:79]2[C:84]([C:85]#[N:86])=[C:83]([NH:87][CH2:88][CH2:89][CH3:90])[N:82]=[C:81]([S:91][CH2:92][C:93]3[N:94]=[C:95]([C:98]4[CH:103]=[CH:102][C:101]([Cl:104])=[CH:100][CH:99]=4)[S:96][CH:97]=3)[C:80]=2[C:105]#[N:106])=[CH:75][CH:74]=1)=[O:68])[CH3:66]>CN(C=O)C.O>[C:1]([O:5][C:6]([NH:8][C@H:9]([C:22]([NH:64][C@H:65]([C:67]([O:69][CH2:70][CH2:71][O:72][C:73]1[CH:78]=[CH:77][C:76]([C:79]2[C:84]([C:85]#[N:86])=[C:83]([NH:87][CH2:88][CH2:89][CH3:90])[N:82]=[C:81]([S:91][CH2:92][C:93]3[N:94]=[C:95]([C:98]4[CH:103]=[CH:102][C:101]([Cl:104])=[CH:100][CH:99]=4)[S:96][CH:97]=3)[C:80]=2[C:105]#[N:106])=[CH:75][CH:74]=1)=[O:68])[CH3:66])=[O:24])[CH2:10][CH2:11][CH2:12][CH2:13][NH:14][C:15]([O:17][C:18]([CH3:19])([CH3:20])[CH3:21])=[O:16])=[O:7])([CH3:2])([CH3:3])[CH3:4] |f:1.2,3.4,6.7|. Procedure: 445 mg (1.284 mmol) of N2,N6-bis(tert-butoxycarbonyl)-L-lysine were initially charged in 12.3 ml of DMF. 268 mg (1.400 mmol) of 1-hydroxy-1H-benzotriazole hydrate, 237 mg (1.750 mmol) of 1-(3-dimethylaminopropyl)-3-ethylcarbodiimide hydrochloride and 0.51 ml (2.917 mmol) of N,N-diisopropylethylamine were added, and 872 mg (1.167 mmol) of 2-{4-(2-({(2-(4-chlorophenyl)-1,3-thiazol-4-yl)methyl}sulfanyl)-3,5-dicyano-6-(propylamino)pyridin-4-yl)phenoxy}ethyl L-alaninate trifluoroacetate (Example 38) ... Starting materials: C(C)(=O)OC(C)=O (acetic anhydride), crude product, O (water), II (iodine), FC1=C(C=CC(=C1)[N+](=O)[O-])C(CC=C)NC(C)=O (N-(1-(2-fluoro-4-nitro-phenyl)-3-butenyl)-acetamide). Reagents/catalysts: CN(C1=CC=NC=C1)C (4-dimethylaminopyridine). Solvent: C(Cl)(Cl)Cl (chloroform), C(C)N(CC)CC (triethylamine), O1CCCC1 (tetrahydrofuran), C(Cl)(Cl)Cl (chloroform). Conditions: time 8 hour. The product is C(C)(=O)N1C(CC(C1)O)C1=C(C=C(C=C1)[N+](=O)[O-])F (1-acetyl-2-(2-fluoro-4-nitro-phenyl)-4-hydroxy-pyrrolidine). Reaction SMILES: O.II.[F:4][C:5]1[CH:10]=[C:9]([N+:11]([O-:13])=[O:12])[CH:8]=[CH:7][C:6]=1[CH:14]([NH:18][C:19](=[O:21])[CH3:20])[CH2:15][CH:16]=[CH2:17].C(OC(=O)C)(=[O:24])C>C(Cl)(Cl)Cl.CN(C)C1C=CN=CC=1.C(N(CC)CC)C.O1CCCC1>[C:19]([N:18]1[CH2:17][CH:16]([OH:24])[CH2:15][CH:14]1[C:6]1[CH:7]=[CH:8][C:9]([N+:11]([O-:13])=[O:12])=[CH:10][C:5]=1[F:4])(=[O:21])[CH3:20]. Procedure details: 1 ml of water and 600 mg of iodine were added to a tetrahydrofuran (4 ml) solution of 200 mg of N-(1-(2-fluoro-4-nitro-phenyl)-3-butenyl)-acetamide, and the reaction liquid was stirred overnight at room temperature. The reaction liquid was diluted with chloroform, washed with aqueous saturated sodium bicarbonate, aqueous saturated sodium thiosulfate and saturated saline in order, and dried with anhydrous sodium sulfate. The solvent was evaporated away under reduced pressure to obtain a crude pro... Starting materials: Cc1cc(Cl)c(OCCOc2ccc(CC(CNC(=O)OC(C)(C)C)C(=O)N(Cc3cccc(Cl)c3Cl)CC(F)(F)F)cc2)c(Cl)c1, ClCCl, Cl. The product is Cc1cc(Cl)c(OCCOc2ccc(CC(CN)C(=O)N(Cc3cccc(Cl)c3Cl)CC(F)(F)F)cc2)c(Cl)c1. Reaction SMILES: [Cl:1][c:2]1[c:3]([CH2:4][N:5]([C:6]([CH:7]([CH2:8][NH:9][C:10](=[O:11])[O:12][C:13]([CH3:14])([CH3:15])[CH3:16])[CH2:17][c:18]2[cH:19][cH:20][c:21]([O:24][CH2:25][CH2:26][O:27][c:28]3[c:29]([Cl:36])[cH:30][c:31]([CH3:35])[cH:32][c:33]3[Cl:34])[cH:22][cH:23]2)=[O:37])[CH2:38][C:39]([F:40])([F:41])[F:42])[cH:43][cH:44][cH:45][c:46]1[Cl:47].[Cl:49][CH2:50][Cl:51].[ClH:48]>>[Cl:1][c:2]1[c:3]([CH2:4][N:5]([C:6]([CH:7]([CH2:8][NH2:9])[CH2:17][c:18]2[cH:19][cH:20][c:21]([O:24][CH2:25][CH2:26][O:27][c:28]3[c:29]([Cl:36])[cH:30][c:31]([CH3:35])[cH:32][c:33]3[Cl:34])[cH:22][cH:23]2)=[O:37])[CH2:38][C:39]([F:40])([F:41])[F:42])[cH:43][cH:44][cH:45][c:46]1[Cl:47]. Starting materials: Cc1ccccc1, CCO, Clc1ncc(I)c(Nc2ccccc2)n1, [Na+], [Na+], O=C([O-])[O-], O, OB(O)c1ccccc1, c1ccc(P(c2ccccc2)(c2ccccc2)[Pd](P(c2ccccc2)(c2ccccc2)c2ccccc2)(P(c2ccccc2)(c2ccccc2)c2ccccc2)P(c2ccccc2)(c2ccccc2)c2ccccc2)cc1. Product: Clc1ncc(-c2ccccc2)c(Nc2ccccc2)n1. Reaction SMILES: [CH3:32][c:33]1[cH:34][cH:35][cH:36][cH:37][cH:38]1.[CH3:39][CH2:40][OH:41].[NH:10]([c:11]1[cH:12][cH:13][cH:14][cH:15][cH:16]1)[c:17]1[n:18][c:19]([Cl:24])[n:20][cH:21][c:22]1[I:23].[Na+:25].[Na+:26].[O-:27][C:28](=[O:29])[O-:30].[OH2:31].[OH:1][B:2]([OH:3])[c:4]1[cH:5][cH:6][cH:7][cH:8][cH:9]1.[cH:42]1[cH:43][cH:44][c:45]([P:46]([Pd:47]([P:48]([c:49]2[cH:50][cH:51][cH:52][cH:53][cH:54]2)([c:55]2[cH:56][cH:57][cH:58][cH:59][cH:60]2)[c:61]2[cH:62][cH:63][cH:64][cH:65][cH:66]2)([P:67]([c:68]2[cH:69][cH:70][cH:71][cH:72][cH:73]2)([c:74]2[cH:75][cH:76][cH:77][cH:78][cH:79]2)[c:80]2[cH:81][cH:82][cH:83][cH:84][cH:85]2)[P:86]([c:87]2[cH:88][cH:89][cH:90][cH:91][cH:92]2)([c:93]2[cH:94][cH:95][cH:96][cH:97][cH:98]2)[c:99]2[cH:100][cH:101][cH:102][cH:103][cH:104]2)([c:105]2[cH:106][cH:107][cH:108][cH:109][cH:110]2)[c:111]2[cH:112][cH:113][cH:114][cH:115][cH:116]2)[cH:117][cH:118]1>>[c:4]1(-[c:22]2[c:17]([NH:10][c:11]3[cH:12][cH:13][cH:14][cH:15][cH:16]3)[n:18][c:19]([Cl:24])[n:20][cH:21]2)[cH:5][cH:6][cH:7][cH:8][cH:9]1.